From a dataset of the Open Reaction Database (ORD), a public repository of structured organic reaction records. describe an organic reaction: reactants, conditions, products, and yield Starting materials: [H-].[Al+3].[Li+].[H-].[H-].[H-] (Lithium aluminium hydride), COC(=O)C1N(CC(C1)NC(=O)C=1C=CC2=C(NC(CS2)=O)C1)CC1CSC=2C=NC3=CC=C(C=C3C2C1)OC (1-(6-methoxy-3,4-dihydro-2H-1-thia-9-aza-phenanthren-3-ylmethyl)-4-[(3-oxo-3,4-dihydro-2H-benzo[1,4]thiazine-6-carbonyl)-amino]-pyrrolidine-2-carboxylic acid methyl ester). Run in O1CCCC1 (tetrahydrofuran). Reaction conditions: time 1 hour. Product: OCC1CC(CN1CC1CSC=2C=NC3=CC=C(C=C3C2C1)OC)NC(=O)C=1C=CC2=C(NC(CS2)=O)C1 (3-oxo-3,4-dihydro-2H-benzo[1,4]thiazine-6-carboxylic acid [5-hydroxymethyl-1-(6-methoxy-3,4-dihydro-2H-1-thia-9-aza-phenanthren-3-ylmethyl)-pyrrolidin-3-yl]-amide). RXN SMILES: [H-].[Al+3].[Li+].[H-].[H-].[H-].C[O:8][C:9]([CH:11]1[CH2:15][CH:14]([NH:16][C:17]([C:19]2[CH:20]=[CH:21][C:22]3[S:27][CH2:26][C:25](=[O:28])[NH:24][C:23]=3[CH:29]=2)=[O:18])[CH2:13][N:12]1[CH2:30][CH:31]1[CH2:44][C:43]2[C:42]3[C:37](=[CH:38][CH:39]=[C:40]([O:45][CH3:46])[CH:41]=3)[N:36]=[CH:35][C:34]=2[S:33][CH2:32]1)=O>O1CCCC1>[OH:8][CH2:9][CH:11]1[N:12]([CH2:30][CH:31]2[CH2:44][C:43]3[C:42]4[C:37](=[CH:38][CH:39]=[C:40]([O:45][CH3:46])[CH:41]=4)[N:36]=[CH:35][C:34]=3[S:33][CH2:32]2)[CH2:13][CH:14]([NH:16][C:17]([C:19]2[CH:20]=[CH:21][C:22]3[S:27][CH2:26][C:25](=[O:28])[NH:24][C:23]=3[CH:29]=2)=[O:18])[CH2:15]1 |f:0.1.2.3.4.5|. Procedure: Lithium aluminium hydride (2.0 M solution in tetrahydrofuran, 85 μL, 0.17 mmol, 1.1 eq) is cautiously added at room temperature to a stirred solution of 1-(6-methoxy-3,4-dihydro-2H-1-thia-9-aza-phenanthren-3-ylmethyl)-4-[(3-oxo-3,4-dihydro-2H-benzo[1,4]thiazine-6-carbonyl)-amino]-pyrrolidine-2-carboxylic acid methyl ester (110 mg, 0.15 mmol, 1.0 eq) in tetrahydrofuran (5 mL). After 1 hour stirring at room temperature, the reaction mixture is cautiously quenched with ice-water (5 mL) and extracte... Yields the product COC(=O)NC(=Nc1cc(OS(=O)(=O)c2cccc(C(F)(F)F)c2)ccc1NC(N)=O)NC(=O)OC. As a reaction SMILES: [CH3:26][O:27][C:28](=[O:29])[NH:30][C:31]([S:32][CH3:33])=[N:34][C:35](=[O:36])[O:37][CH3:38].[CH3:50][CH2:51][O:52][C:53](=[O:54])[CH3:55].[CH3:56][OH:57].[F:1][C:2]([c:3]1[cH:4][c:5]([S:9](=[O:10])(=[O:11])[O:12][c:13]2[cH:14][cH:15][c:16]([NH:20][C:21](=[O:22])[NH2:23])[c:17]([NH2:18])[cH:19]2)[cH:6][cH:7][cH:8]1)([F:24])[F:25].[c:39]1([CH3:40])[cH:41][cH:42][c:43]([S:44]([OH:45])(=[O:46])=[O:47])[cH:48][cH:49]1>>[F:1][C:2]([c:3]1[cH:4][c:5]([S:9](=[O:10])(=[O:11])[O:12][c:13]2[cH:14][cH:15][c:16]([NH:20][C:21](=[O:22])[NH2:23])[c:17]([N:18]=[C:31]([NH:30][C:28]([O:27][CH3:26])=[O:29])[NH:34][C:35](=[O:36])[O:37][CH3:38])[cH:19]2)[cH:6][cH:7][cH:8]1)([F:24])[F:25]. The reactants are COC(=O)N=C(NC(=O)OC)SC, CCOC(C)=O, CO, NC(=O)Nc1ccc(OS(=O)(=O)c2cccc(C(F)(F)F)c2)cc1N, Cc1ccc(S(=O)(=O)O)cc1. The reactants are t-butyl ester, C(C1=CC=CC=C1)(=O)SCC(C(=O)N1C(=CCC1)C(=O)OC(C)(C)C)C ((±)-1-[3-(Benzoylthio)-2-methyl-1-oxopropyl]-4,5-dihydro-1H-pyrrole-2-carboxylic acid, t-butyl ester), C1(=CC=CC=C1)OC (anisole), FC(C(=O)O)(F)F (trifluoroacetic acid). Product: C(C1=CC=CC=C1)(=O)SCC(C(=O)N1C(=CCC1)C(=O)O)C ((±)-1-[3-(benzoylthio)-2-methyl-1-oxopropyl]-4,5-dihydro-1H-pyrrole-2-carboxylic acid). Reaction SMILES: [C:1]([S:9][CH2:10][CH:11]([CH3:26])[C:12]([N:14]1[CH2:18][CH2:17][CH:16]=[C:15]1[C:19]([O:21]C(C)(C)C)=[O:20])=[O:13])(=[O:8])[C:2]1[CH:7]=[CH:6][CH:5]=[CH:4][CH:3]=1.C1(OC)C=CC=CC=1.FC(F)(F)C(O)=O>>[C:1]([S:9][CH2:10][CH:11]([CH3:26])[C:12]([N:14]1[CH2:18][CH2:17][CH:16]=[C:15]1[C:19]([OH:21])=[O:20])=[O:13])(=[O:8])[C:2]1[CH:7]=[CH:6][CH:5]=[CH:4][CH:3]=1. Procedure: The t-butyl ester product from part (a) is treated with anisole and trifluoroacetic acid according to the procedure of Example 1(c) to yield (±)-1-[3-(benzoylthio)-2-methyl-1-oxopropyl]-4,5-dihydro-1H-pyrrole-2-carboxylic acid.